describe an organic reaction: reactants, conditions, products, and yield From a dataset of the Open Reaction Database (ORD), a public repository of structured organic reaction records. The reactants are O=C(Cl)CN1C(=O)c2ccccc2C1=O, O=C1C2CCCCC2Nc2ccccc2N1Cc1ccccc1, ClCCCl, [Na+], O=C([O-])O, c1ccncc1. Product: O=C1c2ccccc2C(=O)N1CC(=O)N1c2ccccc2N(Cc2ccccc2)C(=O)C2CCCCC21. As a reaction SMILES: [C:24]1(=[O:38])[c:25]2[c:26]([cH:34][cH:35][cH:36][cH:37]2)[C:27](=[O:33])[N:28]1[CH2:29][C:30](=[O:31])[Cl:32].[CH2:1]([c:2]1[cH:3][cH:4][cH:5][cH:6][cH:7]1)[N:8]1[c:9]2[c:10]([cH:20][cH:21][cH:22][cH:23]2)[NH:11][CH:12]2[CH:13]([C:14]1=[O:15])[CH2:16][CH2:17][CH2:18][CH2:19]2.[Cl:50][CH2:51][CH2:52][Cl:53].[Na+:45].[OH:46][C:47](=[O:48])[O-:49].[cH:39]1[cH:40][cH:41][n:42][cH:43][cH:44]1>>[CH2:1]([c:2]1[cH:3][cH:4][cH:5][cH:6][cH:7]1)[N:8]1[c:9]2[c:10]([cH:20][cH:21][cH:22][cH:23]2)[N:11]([C:30]([CH2:29][N:28]2[C:24](=[O:38])[c:25]3[c:26]([cH:34][cH:35][cH:36][cH:37]3)[C:27]2=[O:33])=[O:31])[CH:12]2[CH:13]([C:14]1=[O:15])[CH2:16][CH2:17][CH2:18][CH2:19]2. Reactants: [Li+].CC(C)[N-]C(C)C (LDA), C[Si](C)(C)C#CC1=C(C=CC=C1)CC(=O)OC (methyl 2-(2-((trimethylsilyl)ethynyl)phenyl)acetate), CI (Methyl iodide). Solvent: C1CCOC1 (THF). Conditions: time 30 minute. Yields the product C[Si](C)(C)C#CC1=C(C=CC=C1)C(C(=O)OC)C (Methyl 2-(2-((trimethylsilyl)ethynyl)phenyl)propanoate). RXN SMILES: [Li+].[CH3:2]C([N-]C(C)C)C.[CH3:9][Si:10]([C:13]#[C:14][C:15]1[CH:20]=[CH:19][CH:18]=[CH:17][C:16]=1[CH2:21][C:22]([O:24][CH3:25])=[O:23])([CH3:12])[CH3:11].CI>C1COCC1>[CH3:11][Si:10]([C:13]#[C:14][C:15]1[CH:20]=[CH:19][CH:18]=[CH:17][C:16]=1[CH:21]([CH3:2])[C:22]([O:24][CH3:25])=[O:23])([CH3:12])[CH3:9] |f:0.1|. Reported procedure: 2 M LDA solution (1.24 mL, 2.48 mmol) was added to solution of methyl 2-(2-((trimethylsilyl)ethynyl)phenyl)acetate (I10) (0.306 g, 1.24 mmol) in THF (10 mL) at −78° C. and the mixture stirred for 30 minutes. Methyl iodide was then added (0.155 mL, 2.48 mmol) and the reaction mixture slowly warmed to room temperature over 1.5 hours. The reaction mixture was then left to stir at room temperature for 18 hours before quenching with a saturated solution of NH4Cl (20 mL). EtOAc (20 mL) was then added ... Reactants: N(=NC(=O)OC(C)C)C(=O)OC(C)C (diisopropyl azodicarboxylate), OCC=1C=C(O[C@@H](C(=O)OC)C)C=CC1 (methyl (2R)-2-[3-(hydroxymethyl)phenoxy]propionate), N(C(=O)OC(C)(C)C)C(=O)OC(C)(C)C (di-tert-butyl iminodicarboxylate), C1(=CC=CC=C1)P(C1=CC=CC=C1)C1=CC=CC=C1 (triphenylphosphine). Solvent: C1(=CC=CC=C1)C (toluene). Reaction conditions: time 8 hour. The product is C(C)(C)(C)OC(=O)N(C(=O)OC(C)(C)C)CC=1C=C(O[C@@H](C(=O)OC)C)C=CC1 (methyl (2R)-2-(3-{[bis(tert-butoxycarbonyl)amino]methyl}phenoxy)propionate). Isolated yield 99.9%. As a reaction SMILES: O[CH2:2][C:3]1[CH:4]=[C:5]([CH:13]=[CH:14][CH:15]=1)[O:6][C@H:7]([CH3:12])[C:8]([O:10][CH3:11])=[O:9].[NH:16]([C:24]([O:26][C:27]([CH3:30])([CH3:29])[CH3:28])=[O:25])[C:17]([O:19][C:20]([CH3:23])([CH3:22])[CH3:21])=[O:18].C1(P(C2C=CC=CC=2)C2C=CC=CC=2)C=CC=CC=1.N(C(OC(C)C)=O)=NC(OC(C)C)=O>C1(C)C=CC=CC=1>[C:27]([O:26][C:24]([N:16]([CH2:2][C:3]1[CH:4]=[C:5]([CH:13]=[CH:14][CH:15]=1)[O:6][C@H:7]([CH3:12])[C:8]([O:10][CH3:11])=[O:9])[C:17]([O:19][C:20]([CH3:23])([CH3:22])[CH3:21])=[O:18])=[O:25])([CH3:30])([CH3:29])[CH3:28]. Procedure details: 300 mg of methyl (2R)-2-[3-(hydroxymethyl)phenoxy]propionate, 465 mg of di-tert-butyl iminodicarboxylate, and 543 mg of triphenylphosphine were dissolved in 3.00 mL of toluene, and 445 mg of diisopropyl azodicarboxylate was added thereto under ice-cooling, followed by stirring at room temperature overnight. The reaction liquid was concentrated under reduced pressure, and the obtained residue was purified by silica gel column chromatography (hexane:ethyl acetate=95:5 to 0:100) to obtain 584 mg of... Starting materials: C(C)(C)(C)OC(=O)NC(C1=CC=C(C=C1)N[C@H](C(=O)O)C1=C(C(=CC(=C1)OCC)OC1CCN(CC1)C)F)=N ((S)-[4-(tert-butoxycarbonylamino-imino-methyl)-phenylamino]-[5-ethoxy-2-fluoro-3-(1-methyl-piperidin-4-yloxy)-phenyl]-acetic acid). Run in O.C(=O)O (water formic acid). Run at temperature 0 celsius. The product is C(N)(=N)C1=CC=C(C=C1)N[C@H](C(=O)O)C1=C(C(=CC(=C1)OCC)OC1CCN(CC1)C)F ((S)-(4-carbamimidoyl-phenylamino)-[5-ethoxy-2-fluoro-3-(1-methyl-piperidin-4-yloxy)-phenyl]-acetic acid). Isolated yield 72.1%. RXN SMILES: C(OC([NH:8][C:9](=[NH:39])[C:10]1[CH:15]=[CH:14][C:13]([NH:16][C@@H:17]([C:21]2[CH:26]=[C:25]([O:27][CH2:28][CH3:29])[CH:24]=[C:23]([O:30][CH:31]3[CH2:36][CH2:35][N:34]([CH3:37])[CH2:33][CH2:32]3)[C:22]=2[F:38])[C:18]([OH:20])=[O:19])=[CH:12][CH:11]=1)=O)(C)(C)C>O.C(O)=O>[C:9]([C:10]1[CH:15]=[CH:14][C:13]([NH:16][C@@H:17]([C:21]2[CH:26]=[C:25]([O:27][CH2:28][CH3:29])[CH:24]=[C:23]([O:30][CH:31]3[CH2:36][CH2:35][N:34]([CH3:37])[CH2:33][CH2:32]3)[C:22]=2[F:38])[C:18]([OH:20])=[O:19])=[CH:12][CH:11]=1)(=[NH:8])[NH2:39] |f:1.2|. Procedure: A solution of 5.1 g (S)-[4-(tert-butoxycarbonylamino-imino-methyl)-phenylamino]-[5-ethoxy-2-fluoro-3-(1-methyl-piperidin-4-yloxy)-phenyl]-acetic acid in 102 ml water/formic acid 1:1 was heated to 40° C. for 2.5 hrs. The solvents were evaporated in vacuo, the residue dissolved in water and the solution evaporated again (repeated twice). The residue was dissolved in methanol and 7N methanolic ammonia was added until pH=9, wereby a precipitate was formed. The mixture was cooled to 0° C., the solid ... Reactants: C([O-])([O-])=O.[K+].[K+] (potassium carbonate), S(=O)(=O)(OC)OC (dimethyl sulfate), OC1=C(C(=O)OC)C=CC(=C1)OC(C)C (methyl 2-hydroxy-4-isopropoxybenzoate). The solvent is CC(CC)=O (2-butanone). Run at time 12 hour. Yields the product C(C)(C)OC1=CC(=C(C(=O)OC)C=C1)OC (methyl 4-isopropoxy-2-methoxybenzoate). As a reaction SMILES: [OH:1][C:2]1[CH:11]=[C:10]([O:12][CH:13]([CH3:15])[CH3:14])[CH:9]=[CH:8][C:3]=1[C:4]([O:6][CH3:7])=[O:5].[C:16](=O)([O-])[O-].[K+].[K+].S(OC)(OC)(=O)=O>CC(=O)CC>[CH:13]([O:12][C:10]1[CH:9]=[CH:8][C:3]([C:4]([O:6][CH3:7])=[O:5])=[C:2]([O:1][CH3:16])[CH:11]=1)([CH3:15])[CH3:14] |f:1.2.3|. Procedure details: A 1.60 g portion of methyl 2-hydroxy-4-isopropoxybenzoate was dissolved in 30 ml of 2-butanone, 1.60 g of potassium carbonate and 1.1 ml of dimethyl sulfate were added, followed by 12 hours of heating under reflux. After completion of the reaction, the solvent was evaporated, the resulting residue was suspended in chloroform, insoluble matter was removed by filtration through celite, and the solvent was again evaporated. The resulting residue was purified by silica gel column chromatography (hex...